Dataset: the Open Reaction Database (ORD), a public repository of structured organic reaction records. Task: describe an organic reaction: reactants, conditions, products, and yield The reactants are OCCC(=O)N (β-hydroxypropionamide), C(C1=CC=CC=C1)N (benzylamine), N (ammonia). Reagents/catalysts: C(C)(C)(C)C1=CC(=CC(=C1O)C(C)(C)C)C (2,6-di-t-butyl-p-cresol). Yields the product C(C1=CC=CC=C1)NC(C=C)=O (N-benzylacrylamide). Isolated yield 86.2%. Reaction SMILES: O[CH2:2][CH2:3][C:4]([NH2:6])=[O:5].[CH2:7](N)[C:8]1[CH:13]=[CH:12][CH:11]=[CH:10][CH:9]=1.N>C(C1C(O)=C(C(C)(C)C)C=C(C)C=1)(C)(C)C>[CH2:7]([NH:6][C:4](=[O:5])[CH:3]=[CH2:2])[C:8]1[CH:13]=[CH:12][CH:11]=[CH:10][CH:9]=1. Procedure details: 59 g of β-hydroxypropionamide and 75 g of benzylamine were heated with 50 mg of 2,6-di-t-butyl-p-cresol for 7 hours in a temperature range of 120°-170° C. until the evolution of ammonia was complete. After adding 2.2 g of polyphosphoric acid distillation was carried out in an oil pump vacuum; the subsequent redistillation with the addition of 1 ml of sulphuric acid yielded 92 g of N-benzylacrylamide, Bp0.1 113° C., which crystallized in the receiver. Mp (crude product): 53° C. Reactants: NC1=C(C=C(C=C1)Cl)C(=O)N1CCCC1 ({2-Amino-5-chlorophenyl}(1-pyrrolidinyl)methanone), N1CCCC1 (pyrrolidine), ClC=1C=CC2=C(C(OC(N2)=O)=O)C1 (6-chloro-2H-3,1-benzoxazine-2,4(1H)-dione). Product: ClC=1C=CC(=C(C1)C(=O)N1CCCC1)NCC=1NCCN1 ({5-chloro-2-[(4,5-dihydro-1H-imidazol-2-ylmethyl)amino]phenyl}(1-pyrrolidinyl)methanone). Reaction SMILES: [NH2:1][C:2]1[CH:7]=[CH:6][C:5]([Cl:8])=[CH:4][C:3]=1[C:9]([N:11]1[CH2:15][CH2:14][CH2:13][CH2:12]1)=[O:10].[NH:16]1[CH2:20][CH2:19][CH2:18][CH2:17]1.ClC1C=CC2[NH:30]C(=O)OC(=O)C=2C=1>>[Cl:8][C:5]1[CH:6]=[CH:7][C:2]([NH:1][CH2:18][C:17]2[NH:30][CH2:19][CH2:20][N:16]=2)=[C:3]([C:9]([N:11]2[CH2:15][CH2:14][CH2:13][CH2:12]2)=[O:10])[CH:4]=1. Reported procedure: {2-Amino-5-chlorophenyl}(1-pyrrolidinyl)methanone (prepared from pyrrolidine and 6-chloro-2H-3,1-benzoxazine-2,4(1H)-dione using the methods described in Example 17) and CMI were reacted using conditions described in the general procedure for CMI coupling to give {5-chloro-2-[(4,5-dihydro-1H-imidazol-2-ylmethyl)amino]phenyl}(1-pyrrolidinyl)methanone. Starting materials: CC1=CC=C(C=C1)C=1C(=CC=CC1)C(=O)NC1=C(C(=O)N(C2=C(C=CC=C2)O)C)C=CC=C1 (4′-methylbiphenyl-2-carboxamido-N-methyl-N-(2-hydroxyphenyl)benzamide), C([O-])([O-])=O.[K+].[K+] (potassium carbonate), BrCCCCCC(=O)OCC (ethyl 6-bromohexanoate), [I-].[Na+] (sodium iodide), CN(C=O)C (N,N-dimethylformamide). Run at time 13 hour. Product: CC1=CC=C(C=C1)C=1C(=CC=CC1)C(=O)NC1=CC=C(C(=O)N(C2=C(C=CC=C2)OCCCCCC(=O)OCC)C)C=C1 (4-(4′-methylbiphenyl-2-carboxamido)-N-methyl-N-[2-(5-ethoxycarbonylpentyloxy)phenyl]benzamide). RXN SMILES: [CH3:1][C:2]1[CH:7]=[CH:6][C:5]([C:8]2[C:9]([C:14]([NH:16][C:17]3[CH:33]=[CH:32][CH:31]=[CH:30][C:18]=3C(N(C)C3C=CC=CC=3O)=O)=[O:15])=[CH:10][CH:11]=[CH:12][CH:13]=2)=[CH:4][CH:3]=1.[C:34](=[O:37])([O-])[O-].[K+].[K+].Br[CH2:41][CH2:42][CH2:43][CH2:44][CH2:45][C:46]([O:48][CH2:49][CH3:50])=[O:47].[I-].[Na+].[CH3:53][N:54]([CH3:57])[CH:55]=[O:56]>>[CH3:1][C:2]1[CH:7]=[CH:6][C:5]([C:8]2[C:9]([C:14]([NH:16][C:17]3[CH:33]=[CH:32][C:31]([C:55]([N:54]([CH3:57])[C:53]4[CH:4]=[CH:3][CH:2]=[CH:1][C:34]=4[O:37][CH2:41][CH2:42][CH2:43][CH2:44][CH2:45][C:46]([O:48][CH2:49][CH3:50])=[O:47])=[O:56])=[CH:30][CH:18]=3)=[O:15])=[CH:10][CH:11]=[CH:12][CH:13]=2)=[CH:4][CH:3]=1 |f:1.2.3,5.6|. Procedure details: To a solution of 4′-methylbiphenyl-2-carboxamido-N-methyl-N-(2-hydroxyphenyl)benzamide (263 mg) in N,N-dimethylformamide (15 ml) was added potassium carbonate (250 mg), ethyl 6-bromohexanoate (161 mg) and sodium iodide (cat.) at 60° C. The reaction mixture was stirred at same temperature for 13 hours. The reaction mixture was cooled in an ice bath and quenched with 1N hydrochloric acid (4 ml) and water (20 ml). The mixture was extracted with ethyl acetate. The organic phase was washed with water... Reactants: CC1=CC(=C(O1)C(F)(F)F)C(=O)O (5-methyl-2-(trifluoromethyl)-3-furoic acid), NC=1C=C(OC=2C=CC=3N(C2)N=C(N3)NC(=O)C3CC3)C=CC1 (N-[6-(3-aminophenoxy)[1,2,4]triazolo[1,5-a]pyridin-2-yl]cyclopropanecarboxamide), O1CCCC1 (tetrahydrofuran), C(C(=O)Cl)(=O)Cl (oxalyl chloride). Reagents/catalysts: CN(C=O)C (N,N-dimethylformamide). The solvent is CN(C(C)=O)C (N,N-dimethylacetamide). Product: C1(CC1)C(=O)NC1=NN2C(C=CC(=C2)OC=2C=C(C=CC2)NC(=O)C2=C(OC(=C2)C)C(F)(F)F)=N1 (N-[3-({2-[(cyclopropylcarbonyl)amino][1,2,4]triazolo[1,5-a]pyridin-6-yl}oxy)phenyl]-5-methyl-2-(trifluoromethyl)-3-furamide). The yield is 65.6%. RXN SMILES: [CH3:1][C:2]1[O:6][C:5]([C:7]([F:10])([F:9])[F:8])=[C:4]([C:11]([OH:13])=O)[CH:3]=1.O1CCCC1.C(Cl)(=O)C(Cl)=O.[NH2:25][C:26]1[CH:27]=[C:28]([CH:45]=[CH:46][CH:47]=1)[O:29][C:30]1[CH:31]=[CH:32][C:33]2[N:34]([N:36]=[C:37]([NH:39][C:40]([CH:42]3[CH2:44][CH2:43]3)=[O:41])[N:38]=2)[CH:35]=1>CN(C)C=O.CN(C)C(=O)C>[CH:42]1([C:40]([NH:39][C:37]2[N:38]=[C:33]3[CH:32]=[CH:31][C:30]([O:29][C:28]4[CH:27]=[C:26]([NH:25][C:11]([C:4]5[CH:3]=[C:2]([CH3:1])[O:6][C:5]=5[C:7]([F:8])([F:9])[F:10])=[O:13])[CH:47]=[CH:46][CH:45]=4)=[CH:35][N:34]3[N:36]=2)=[O:41])[CH2:43][CH2:44]1. Procedure details: In the same manner as in Example 18-4 and using 5-methyl-2-(trifluoromethyl)-3-furoic acid (175 mg, 0.904 mmol), tetrahydrofuran (8 mL), oxalyl chloride (118 μL, 1.36 mmol), N-[6-(3-aminophenoxy)[1,2,4]triazolo[1,5-a]pyridin-2-yl]cyclopropanecarboxamide (70.0 mg, 0.226 mmol), N,N-dimethylformamide (1 drop) and N,N-dimethylacetamide (3 mL) as starting materials, the title compound (72.0 mg, 66%) was obtained as a white solid. The reactants are ClC=1C=C(C=CC1Cl)C1=CC=C(O1)CCNC(=O)C1=CC(=NN1)C(=O)O (5-{2-[5-(3,4-dichlorophenyl)furan-2-yl]ethylcarbamoyl}-1H-pyrazole-3-carboxylic acid), OCCN1CCNCC1 (1-(2-hydroxyethyl)piperazine). Yields the product ClC=1C=C(C=CC1Cl)C1=CC=C(O1)CCNC(=O)C=1NN=C(C1)C(=O)N1CCN(CC1)CCO (5-[4-(2-Hydroxyethyl)piperazine-1-carbonyl]-2H-pyrazole-3-carboxylic acid{2-[5-(3,4-dichlorophenyl)furan-2-yl]ethyl}amide). Reaction SMILES: [Cl:1][C:2]1[CH:3]=[C:4]([C:9]2[O:13][C:12]([CH2:14][CH2:15][NH:16][C:17]([C:19]3[NH:23][N:22]=[C:21]([C:24]([OH:26])=O)[CH:20]=3)=[O:18])=[CH:11][CH:10]=2)[CH:5]=[CH:6][C:7]=1[Cl:8].[OH:27][CH2:28][CH2:29][N:30]1[CH2:35][CH2:34][NH:33][CH2:32][CH2:31]1>>[Cl:1][C:2]1[CH:3]=[C:4]([C:9]2[O:13][C:12]([CH2:14][CH2:15][NH:16][C:17]([C:19]3[NH:23][N:22]=[C:21]([C:24]([N:33]4[CH2:34][CH2:35][N:30]([CH2:29][CH2:28][OH:27])[CH2:31][CH2:32]4)=[O:26])[CH:20]=3)=[O:18])=[CH:11][CH:10]=2)[CH:5]=[CH:6][C:7]=1[Cl:8]. Procedure: The title compound was prepared as in Example 1 starting from 5-{2-[5-(3,4-dichlorophenyl)furan-2-yl]ethylcarbamoyl}-1H-pyrazole-3-carboxylic acid and 1-(2-hydroxyethyl)piperazine. The crude product was purified by flash chromatography using CH2Cl2-MeOH as a gradient eluent (100:0-90:10). 1H NMR (400 MHz, DMSO-d6): 2.40-2.44 (6H, m), 2.95 (2H, t), about 3.5-3.7 (6H, m), about 3.82 (2H, m), 4.41 (1H, t), 6.33 (1H, d), 7.01 (1H, d), about 7.05 (1H, broad s), 7.59 (1H, distorted dd), 7.63 (1H, dist... The reactants are N1=C(C=CC=C1C)C (2,6-lutidine), [NH4+].[Cl-] (NH4Cl), [F-].C(CCC)[N+](CCCC)(CCCC)CCCC (tetrabutylammonium fluoride), C(C)OC(=O)C1=C(SC=C1C#C)NC(=O)OC(C)(C)C (2-t-Butoxycarbonylamino-4-ethynyl-thiophene-3-carboxylic acid ethyl ester), FC(S(=O)(=O)O[Si](C)(C)C(C)(C)C)(F)F (t-butyldimethylsilyl trifluoromethanesulfonate), [NH4+].[Cl-] (NH4Cl). Run in C(Cl)Cl (CH2Cl2). Reaction conditions: time 2 hour. Product: C(C)OC(=O)C1=C(SC=C1C#C)N (2-amino-4-ethynyl-thiophene-3-carboxylic acid ethyl ester). Isolated yield 77.4%. RXN SMILES: [CH2:1]([O:3][C:4]([C:6]1[C:10]([C:11]#[CH:12])=[CH:9][S:8][C:7]=1[NH:13]C(OC(C)(C)C)=O)=[O:5])[CH3:2].N1C(C)=CC=CC=1C.FC(F)(F)S(O[Si](C(C)(C)C)(C)C)(=O)=O.[NH4+].[Cl-].[F-].C([N+](CCCC)(CCCC)CCCC)CCC>C(Cl)Cl>[CH2:1]([O:3][C:4]([C:6]1[C:10]([C:11]#[CH:12])=[CH:9][S:8][C:7]=1[NH2:13])=[O:5])[CH3:2] |f:3.4,5.6|. Procedure: 2-t-Butoxycarbonylamino-4-ethynyl-thiophene-3-carboxylic acid ethyl ester (5.86 g, 19.85 mmol) was dissolved in anhydrous CH2Cl2 (125 mL). This was treated with 2,6-lutidine (4.62 mL, 39.70 mmol) followed by dropwise addition of t-butyldimethylsilyl trifluoromethanesulfonate (6.84 mL, 29.77 mmol). This was stirred at room temperature for 2 hr. Next it was poured into sat. NH4Cl (100 mL) and then extracted with EtOAc (3×100 mL). The combined extracts were washed with H2O (1×100 mL), and brine (1×...